Dataset: the Open Reaction Database (ORD), a public repository of structured organic reaction records. Task: describe an organic reaction: reactants, conditions, products, and yield The reactants are O (Water), C([O-])([O-])=O.[Cs+].[Cs+] (cesium carbonate), C(C1CCCO1)Br (tetrahydrofurfuryl bromide), OC1=CC(=C(C=O)C=C1)OC (4-hydroxy-2-methoxybenzaldehyde). The solvent is CN1C(CCC1)=O (N-methylpyrrolidone). Reaction conditions: temperature 80 celsius, time 22 hour. Product: COC1=C(C=O)C=CC(=C1)OCC1OCCC1 (2-methoxy-4-(2-tetrahydrofuranylmethoxy)benzaldehyde). The yield is 62.3%. RXN SMILES: [OH:1][C:2]1[CH:9]=[CH:8][C:5]([CH:6]=[O:7])=[C:4]([O:10][CH3:11])[CH:3]=1.C(=O)([O-])[O-].[Cs+].[Cs+].[CH2:18](Br)[CH:19]1[O:23][CH2:22][CH2:21][CH2:20]1.O>CN1CCCC1=O>[CH3:11][O:10][C:4]1[CH:3]=[C:2]([O:1][CH2:18][CH:19]2[CH2:20][CH2:21][CH2:22][O:23]2)[CH:9]=[CH:8][C:5]=1[CH:6]=[O:7] |f:1.2.3|. Reported procedure: In 160 mL of N-methylpyrrolidone was dissolved 24.5 g (161 mmol) of 4-hydroxy-2-methoxybenzaldehyde. To this solution were added 63 g (0.19 mol) of cesium carbonate and 40 g (0.24 mol) of tetrahydrofurfuryl bromide at room temperature and the mixture was stirred at 80° C. for 22 hours. Water (800 mL) was added to the resulting reaction mixture under ice-cooling, and extraction with diethyl ether (500 mL×3 times) was performed. The combined organic layer was washed with water and then with satura...